describe an organic reaction: reactants, conditions, products, and yield From a dataset of the Open Reaction Database (ORD), a public repository of structured organic reaction records. The reactants are CC(C(=O)O)(C(CC1=CC=C(C=C1)OC)N(S(=O)(=O)C1=CC=C(C=C1)C)C)C (2,2-dimethyl-4-(p-methoxyphenyl)-3-(N-methyl-p-toluenesulfonamido)butyric acid), S(=O)(Cl)Cl (thionyl chloride). Solvent: C1=CC=CC=C1 (benzene). Reaction conditions: time 3 hour. Yields the product CC(C(=O)Cl)(C(CC1=CC=C(C=C1)OC)N(S(=O)(=O)C1=CC=C(C=C1)C)C)C (2,2-Dimethyl-4-(p-methoxyphenyl)-3-(N-methyl-p-toluenesulfonamido)butyryl chloride). RXN SMILES: [CH3:1][C:2]([CH3:28])([CH:6]([N:16]([CH3:27])[S:17]([C:20]1[CH:25]=[CH:24][C:23]([CH3:26])=[CH:22][CH:21]=1)(=[O:19])=[O:18])[CH2:7][C:8]1[CH:13]=[CH:12][C:11]([O:14][CH3:15])=[CH:10][CH:9]=1)[C:3](O)=[O:4].S(Cl)([Cl:31])=O>C1C=CC=CC=1>[CH3:1][C:2]([CH3:28])([CH:6]([N:16]([CH3:27])[S:17]([C:20]1[CH:25]=[CH:24][C:23]([CH3:26])=[CH:22][CH:21]=1)(=[O:19])=[O:18])[CH2:7][C:8]1[CH:13]=[CH:12][C:11]([O:14][CH3:15])=[CH:10][CH:9]=1)[C:3]([Cl:31])=[O:4]. Reported procedure: A mixture of 283 g of 2,2-dimethyl-4-(p-methoxyphenyl)-3-(N-methyl-p-toluenesulfonamido)butyric acid, 1500 ml of dry benzene and 430 ml of thionyl chloride is boiled for 3 hours. After removal of volatile material by evaporation in vacuo, the residue is taken up in toluene and the solvent is evaporated in vacuo. This procedure is repeated twice whereafter crystallization of the initially oily product is accomplished by treatment with ether, melting point 110°-111° C. The reactants are CCc1cc(=O)n(-c2cc(OC(C)C)c(Cl)cc2F)c(=O)[nH]1, COS(=O)(=O)OC. The product is CCc1cc(=O)n(-c2cc(OC(C)C)c(Cl)cc2F)c(=O)n1C. Reaction SMILES: [CH2:1]([CH3:2])[c:3]1[cH:4][c:5](=[O:22])[n:6](-[c:10]2[c:11]([F:21])[cH:12][c:13]([Cl:20])[c:14]([O:16][CH:17]([CH3:18])[CH3:19])[cH:15]2)[c:7](=[O:9])[nH:8]1.[CH3:23][O:24][S:25]([O:26][CH3:27])(=[O:28])=[O:29]>>[CH2:1]([CH3:2])[c:3]1[cH:4][c:5](=[O:22])[n:6](-[c:10]2[c:11]([F:21])[cH:12][c:13]([Cl:20])[c:14]([O:16][CH:17]([CH3:18])[CH3:19])[cH:15]2)[c:7](=[O:9])[n:8]1[CH3:23].